This data is from the Open Reaction Database (ORD), a public repository of structured organic reaction records. The task is: describe an organic reaction: reactants, conditions, products, and yield Starting materials: Cl, [Na+], [OH-], [OH-], O, OCCCc1cccnc1. The product is O=C(O)c1cccnc1. As a reaction SMILES: [Cl:14].[Na+:2].[OH-:13].[OH-:1].[OH2:15].[n:3]1[cH:4][c:5]([CH2:9][CH2:10][CH2:11][OH:12])[cH:6][cH:7][cH:8]1>>[OH:1][C:9]([c:5]1[cH:4][n:3][cH:8][cH:7][cH:6]1)=[O:13]. Starting materials: C1COCCO1, COC(=O)c1ccc(C(C)(O)C(F)(F)F)cc1, [K+], [OH-], O. Yields the product CC(O)(c1ccc(C(=O)O)cc1)C(F)(F)F. As a reaction SMILES: [CH2:20]1[O:21][CH2:22][CH2:23][O:24][CH2:25]1.[F:1][C:2]([C:3]([CH3:4])([OH:5])[c:6]1[cH:7][cH:8][c:9]([C:10](=[O:11])[O:12][CH3:13])[cH:14][cH:15]1)([F:16])[F:17].[K+:19].[OH-:18].[OH2:26]>>[F:1][C:2]([C:3]([CH3:4])([OH:5])[c:6]1[cH:7][cH:8][c:9]([C:10](=[O:11])[OH:12])[cH:14][cH:15]1)([F:16])[F:17]. Reactants: Br (Hydrogen bromide), FC1C(=O)OCC1 (2-fluorobutyrolactone), C(C)O (ethanol). Conditions: time 3 day. Product: C(C)OC(C(CCBr)F)=O (4-bromo-2-fluorobutyric acid ethyl ester). The yield is 34.0%. Reaction SMILES: [BrH:1].[F:2][CH:3]1[CH2:8][CH2:7][O:6][C:4]1=[O:5].[CH2:9](O)[CH3:10]>>[CH2:9]([O:6][C:4](=[O:5])[CH:3]([F:2])[CH2:8][CH2:7][Br:1])[CH3:10]. Procedure: Hydrogen bromide gas was added over a period of about 30 minutes to a solution of 2-fluorobutyrolactone (1.8 g) in ethanol (15 ml) at 0° C. The reaction mixture was left at room temperature for 3 days, after which it was evaporated in vacuo. The residue was dissolved in icewater, the solution was neutralized with sodiumcarbonate and extracted with ether. The ether solution was washed with an aqueous saturated Na2SO4 solution, dried over Na2SO4 and evaporated to give 4-bromo-2-fluorobutyric acid ... Starting materials: C(C)(C)(C)OC([C@@H](NC(C1=CC=C(C=C1)NC(CCSCC(COC(CCCCCCCCCCCCCCC)=O)OC(CCCCCCCCCCCCCCC)=O)=O)=O)CC(=O)OC(C)(C)C)=O ((4-(6,7-bis(palmitoyloxy)-4-thiaheptanoylamino)benzoyl)aspartic acid di-t-butyl ester), Example 21, FC(C(=O)O)(F)F (trifiuoroacetic acid). Reaction conditions: time 4 hour. Product: C(CCCCCCCCCCCCCCC)(=O)OC(CSCCC(=O)NC1=CC=C(C(=O)N[C@@H](CC(=O)O)C(=O)O)C=C1)COC(CCCCCCCCCCCCCCC)=O ((4-(6,7-bis(palmitoyloxy)-4-thiaheptanoylamino)benzoyl)aspartic acid). The yield is 97.0%. Reaction SMILES: C([O:5][C:6](=[O:70])[C@H:7]([CH2:62][C:63]([O:65]C(C)(C)C)=[O:64])[NH:8][C:9](=[O:61])[C:10]1[CH:15]=[CH:14][C:13]([NH:16][C:17](=[O:60])[CH2:18][CH2:19][S:20][CH2:21][CH:22]([O:42][C:43](=[O:59])[CH2:44][CH2:45][CH2:46][CH2:47][CH2:48][CH2:49][CH2:50][CH2:51][CH2:52][CH2:53][CH2:54][CH2:55][CH2:56][CH2:57][CH3:58])[CH2:23][O:24][C:25](=[O:41])[CH2:26][CH2:27][CH2:28][CH2:29][CH2:30][CH2:31][CH2:32][CH2:33][CH2:34][CH2:35][CH2:36][CH2:37][CH2:38][CH2:39][CH3:40])=[CH:12][CH:11]=1)(C)(C)C.FC(F)(F)C(O)=O>>[C:43]([O:42][CH:22]([CH2:23][O:24][C:25](=[O:41])[CH2:26][CH2:27][CH2:28][CH2:29][CH2:30][CH2:31][CH2:32][CH2:33][CH2:34][CH2:35][CH2:36][CH2:37][CH2:38][CH2:39][CH3:40])[CH2:21][S:20][CH2:19][CH2:18][C:17]([NH:16][C:13]1[CH:14]=[CH:15][C:10]([C:9]([NH:8][C@H:7]([C:6]([OH:70])=[O:5])[CH2:62][C:63]([OH:65])=[O:64])=[O:61])=[CH:11][CH:12]=1)=[O:60])(=[O:59])[CH2:44][CH2:45][CH2:46][CH2:47][CH2:48][CH2:49][CH2:50][CH2:51][CH2:52][CH2:53][CH2:54][CH2:55][CH2:56][CH2:57][CH3:58]. Procedure: To (4-(6,7-bis(palmitoyloxy)-4-thiaheptanoylamino)benzoyl)aspartic acid di-t-butyl ester as obtained in Example 21 (197 mg), trifiuoroacetic acid (5 ml) was added, followed by stirring at room temperature for 4 hours. The mixture was concentrated to yield the title compound (170 mg, yield 97%) as a colorless crystal. Reactants: resultant mixture, COC=C (vinyl methyl ether), C1(=CC=CC=C1)O (phenol), ClOC(C)(C)C (tert.-butyl hypochlorite). Solvent: O1CCCC1 (tetrahydrofuran). Conditions: time 30 minute. The product is COC(CCl)OC1=CC=CC=C1 (1-methoxy-1-phenoxy-2-chloroethane). As a reaction SMILES: [CH3:1][O:2][CH:3]=[CH2:4].[C:5]1([OH:11])[CH:10]=[CH:9][CH:8]=[CH:7][CH:6]=1.[Cl:12]OC(C)(C)C>O1CCCC1>[CH3:1][O:2][CH:3]([O:11][C:5]1[CH:10]=[CH:9][CH:8]=[CH:7][CH:6]=1)[CH2:4][Cl:12]. Reported procedure: At -20° C., 10 parts by weight of vinyl methyl ether is added all at once to 4.5 parts by weight of phenol in 50 parts by weight of tetrahydrofuran. Over a period of 30 minutes and at -20° C., 10 parts of tert.-butyl hypochlorite (Org. Synthesis, Coll. Vol. IV, 125, John Wiley & Sons, Inc., New York/London, 1963) is dripped into this mixture. The resultant mixture is allowed to come to room temperature. After stirring for 2 hours at room temperature, the solvent is removed, and distillation give... Starting materials: CCOC(=O)COC1C(O)C(CO)OC1n1ccc(NC(=O)c2ccccc2)nc1=O, COc1ccc(C(Cl)(c2ccccc2)c2ccc(OC)cc2)cc1, O, c1ccncc1. Yields the product CCOC(=O)COC1C(O)C(COC(c2ccccc2)(c2ccc(OC)cc2)c2ccc(OC)cc2)OC1n1ccc(NC(=O)c2ccccc2)nc1=O. RXN SMILES: [C:1]([c:2]1[cH:3][cH:4][cH:5][cH:6][cH:7]1)(=[O:8])[NH:9][c:10]1[n:11][c:12](=[O:31])[n:13]([CH:14]2[CH:15]([O:16][CH2:17][C:18](=[O:19])[O:20][CH2:21][CH3:22])[CH:23]([OH:24])[CH:25]([CH2:26][OH:27])[O:28]2)[cH:29][cH:30]1.[CH3:32][O:33][c:34]1[cH:35][cH:36][c:37]([C:38]([c:39]2[cH:40][cH:41][c:42]([O:45][CH3:46])[cH:43][cH:44]2)([c:47]2[cH:48][cH:49][cH:50][cH:51][cH:52]2)[Cl:53])[cH:54][cH:55]1.[OH2:62].[cH:56]1[cH:57][cH:58][n:59][cH:60][cH:61]1>>[C:1]([c:2]1[cH:3][cH:4][cH:5][cH:6][cH:7]1)(=[O:8])[NH:9][c:10]1[n:11][c:12](=[O:31])[n:13]([CH:14]2[CH:15]([O:16][CH2:17][C:18](=[O:19])[O:20][CH2:21][CH3:22])[CH:23]([OH:24])[CH:25]([CH2:26][O:27][C:38]([c:37]3[cH:36][cH:35][c:34]([O:33][CH3:32])[cH:55][cH:54]3)([c:39]3[cH:40][cH:41][c:42]([O:45][CH3:46])[cH:43][cH:44]3)[c:47]3[cH:48][cH:49][cH:50][cH:51][cH:52]3)[O:28]2)[cH:29][cH:30]1. Starting materials: CC(C)(C)OC(=O)N1CCC(CCI)CC1, [K+], [K+], [Na+], O=C([O-])[O-], CN(C)C=O, [OH-], Oc1ccccc1. Product: CC(C)(C)OC(=O)N1CCC(CCOc2ccccc2)CC1. Reaction SMILES: [C:1]([CH3:2])([CH3:3])([CH3:4])[O:5][C:6](=[O:7])[N:8]1[CH2:9][CH2:10][CH:11]([CH2:14][CH2:15][I:16])[CH2:12][CH2:13]1.[K+:24].[K+:25].[Na+:31].[O-:26][C:27]([O-:28])=[O:29].[O:32]=[CH:33][N:34]([CH3:35])[CH3:36].[OH-:30].[OH:17][c:18]1[cH:19][cH:20][cH:21][cH:22][cH:23]1>>[C:1]([CH3:2])([CH3:3])([CH3:4])[O:5][C:6](=[O:7])[N:8]1[CH2:9][CH2:10][CH:11]([CH2:14][CH2:15][O:17][c:18]2[cH:19][cH:20][cH:21][cH:22][cH:23]2)[CH2:12][CH2:13]1. The reactants are ClCCl, CC(C)(C)OC(=O)Nc1ccc(F)cc1Nc1ncc([N+](=O)[O-])c(NC2CCOc3c(F)cccc32)n1, O=C(O)C(F)(F)F. Product: Nc1ccc(F)cc1Nc1ncc([N+](=O)[O-])c(NC2CCOc3c(F)cccc32)n1. RXN SMILES: [Cl:45][CH2:46][Cl:47].[F:1][c:2]1[cH:3][c:4]([NH:16][c:17]2[n:18][cH:19][c:20]([N+:35](=[O:36])[O-:37])[c:21]([NH:23][CH:24]3[CH2:25][CH2:26][O:27][c:28]4[c:29]([F:34])[cH:30][cH:31][cH:32][c:33]43)[n:22]2)[c:5]([NH:8][C:9](=[O:10])[O:11][C:12]([CH3:13])([CH3:14])[CH3:15])[cH:6][cH:7]1.[F:38][C:39]([F:40])([F:41])[C:42]([OH:43])=[O:44]>>[F:1][c:2]1[cH:3][c:4]([NH:16][c:17]2[n:18][cH:19][c:20]([N+:35](=[O:36])[O-:37])[c:21]([NH:23][CH:24]3[CH2:25][CH2:26][O:27][c:28]4[c:29]([F:34])[cH:30][cH:31][cH:32][c:33]43)[n:22]2)[c:5]([NH2:8])[cH:6][cH:7]1. Starting materials: [N+](=O)([O-])C=1C=NC=CC1NC=1C=C2C=CNC2=CC1 (N-(3-nitro-4-pyridinyl)-1H-indol-5-amine). The reagents and catalysts are [Pd] (Pd/C). Run in CO (methanol), CO (methanol). Product: NC=1C=NC=CC1NC=1C=C2C=CNC2=CC1 (N-(3-Amino-4-pyridinyl)-1H-indol-5-amine). Yield: 110.5%. RXN SMILES: [N+:1]([C:4]1[CH:5]=[N:6][CH:7]=[CH:8][C:9]=1[NH:10][C:11]1[CH:12]=[C:13]2[C:17](=[CH:18][CH:19]=1)[NH:16][CH:15]=[CH:14]2)([O-])=O>CO.[Pd]>[NH2:1][C:4]1[CH:5]=[N:6][CH:7]=[CH:8][C:9]=1[NH:10][C:11]1[CH:12]=[C:13]2[C:17](=[CH:18][CH:19]=1)[NH:16][CH:15]=[CH:14]2. Procedure details: To a slurry of 10% Pd/C (1.0 g) in 10 ml of methanol was added N-(3-nitro-4-pyridinyl)-1H-indol-5-amine (4.0 g) in 230 ml methanol and this mixture was hydrogenated at 50 psi on a Parr apparatus. When the reaction was complete, the mixture was filtered through Celite and the filtrate concentrated to yield a solid (3.9 g). This material was eluted with 20% methanol/DCM on a silica gel column via HPLC. The desired fractions were concentrated to yield a solid (2.45 g) which was recrystallized from ...